Dataset: the Open Reaction Database (ORD), a public repository of structured organic reaction records. Task: describe an organic reaction: reactants, conditions, products, and yield Starting materials: CC(C=CC(=O)O)(C)C (4,4-Dimethyl-2-pentenoic acid), CO.O1CCCC1 (methanol tetrahydrofuran), 3/1, 10. The reagents and catalysts are [Pd] (palladium on activated carbon). The solvent is C(C)O (ethanol). Reaction conditions: time 10.5 hour. Product: CC(CCC(=O)O)(C)C (4,4-Dimethylvaleric acid). The yield is 101.6%. RXN SMILES: [CH3:1][C:2]([CH3:9])([CH3:8])[CH:3]=[CH:4][C:5]([OH:7])=[O:6].CO.O1CCCC1>[Pd].C(O)C>[CH3:1][C:2]([CH3:9])([CH3:8])[CH2:3][CH2:4][C:5]([OH:7])=[O:6] |f:1.2|. Procedure details: 4,4-Dimethyl-2-pentenoic acid (343 g), methanol/tetrahydrofuran=3/1 (150 mL) and ethanol (1240 mL) were mixed. After an addition of 10 w/w % palladium on activated carbon (31 g) to the mixture, the mixture was stirred at RT for 10.5 hr under hydrogen atmosphere (1 atm). The 10 w/w % palladium on activated carbon was filtered off and the filtrate was concentrated in vacuo to give the title compound (354 g) as a crude product. Reactants: CC(=O)O[BH-](OC(C)=O)OC(C)=O, CC(C)=O, CC(=O)O, Cl, CCC(c1nc2snc(C)c2c(=O)n1Cc1ccccc1)N(CCCN)C(=O)c1ccc(C)cc1, [Na+]. Product: CCC(c1nc2snc(C)c2c(=O)n1Cc1ccccc1)N(CCCNC(C)C)C(=O)c1ccc(C)cc1. RXN SMILES: [C:41]([O:42][BH-:43]([O:44][C:45](=[O:46])[CH3:47])[O:48][C:49](=[O:50])[CH3:51])(=[O:52])[CH3:53].[CH3:37][C:38]([CH3:39])=[O:40].[CH3:55][C:56](=[O:57])[OH:58].[ClH:1].[NH2:2][CH2:3][CH2:4][CH2:5][N:6]([C:7]([c:8]1[cH:9][cH:10][c:11]([CH3:14])[cH:12][cH:13]1)=[O:15])[CH:16]([CH2:17][CH3:18])[c:19]1[n:20]([CH2:30][c:31]2[cH:32][cH:33][cH:34][cH:35][cH:36]2)[c:21](=[O:29])[c:22]2[c:23]([n:24]1)[s:25][n:26][c:27]2[CH3:28].[Na+:54]>>[NH:2]([CH2:3][CH2:4][CH2:5][N:6]([C:7]([c:8]1[cH:9][cH:10][c:11]([CH3:14])[cH:12][cH:13]1)=[O:15])[CH:16]([CH2:17][CH3:18])[c:19]1[n:20]([CH2:30][c:31]2[cH:32][cH:33][cH:34][cH:35][cH:36]2)[c:21](=[O:29])[c:22]2[c:23]([n:24]1)[s:25][n:26][c:27]2[CH3:28])[CH:38]([CH3:37])[CH3:39]. Reactants: C1(CCCC1)N1C2=C(C3=C1N=C(N=C3)N)C=CN=C2 (9-Cyclopentyl-9H-pyrido[4′,3′:4,5]pyrrolo[2,3-d]pyrimidin-2-amine), C([O-])([O-])=O.[Cs+].[Cs+] (cesium carbonate), ClC1=CC=C(C=N1)CN1CCC(CC1)O (1-(6-chloro-pyridin-3-ylmethyl)piperidin-4-ol), CC1(C2=CC=CC(=C2OC=2C(=CC=CC12)P(C1=CC=CC=C1)C1=CC=CC=C1)P(C1=CC=CC=C1)C1=CC=CC=C1)C (9,9-dimethyl-4,5-bis(diphenylphosphino)xanthene). Reagents/catalysts: C=1C=CC(=CC1)/C=C/C(=O)/C=C/C2=CC=CC=C2.C=1C=CC(=CC1)/C=C/C(=O)/C=C/C2=CC=CC=C2.C=1C=CC(=CC1)/C=C/C(=O)/C=C/C2=CC=CC=C2.[Pd].[Pd] (tris(dibenzylideneacetone)dipalladium). The solvent is O1CCOCC1 (1,4-dioxane). Yields the product C1(CCCC1)N1C2=C(C3=C1N=C(N=C3)NC3=CC=C(C=N3)CN3CCC(CC3)O)C=CN=C2 (1-((6-((9-cyclopentyl-9H-pyrido[4′,3′:4,5]pyrrolo[2,3-d]pyrimidin-2-yl)amino)-3-pyridinyl)methyl)-4-piperidinol). Isolated yield 14.3%. RXN SMILES: [CH:1]1([N:6]2[C:10]3[N:11]=[C:12]([NH2:15])[N:13]=[CH:14][C:9]=3[C:8]3[CH:16]=[CH:17][N:18]=[CH:19][C:7]2=3)[CH2:5][CH2:4][CH2:3][CH2:2]1.Cl[C:21]1[N:26]=[CH:25][C:24]([CH2:27][N:28]2[CH2:33][CH2:32][CH:31]([OH:34])[CH2:30][CH2:29]2)=[CH:23][CH:22]=1.CC1(C)C2C=CC=C(P(C3C=CC=CC=3)C3C=CC=CC=3)C=2OC2C1=CC=CC=2P(C1C=CC=CC=1)C1C=CC=CC=1.C(=O)([O-])[O-].[Cs+].[Cs+]>C1C=CC(/C=C/C(/C=C/C2C=CC=CC=2)=O)=CC=1.C1C=CC(/C=C/C(/C=C/C2C=CC=CC=2)=O)=CC=1.C1C=CC(/C=C/C(/C=C/C2C=CC=CC=2)=O)=CC=1.[Pd].[Pd].O1CCOCC1>[CH:1]1([N:6]2[C:10]3[N:11]=[C:12]([NH:15][C:21]4[N:26]=[CH:25][C:24]([CH2:27][N:28]5[CH2:29][CH2:30][CH:31]([OH:34])[CH2:32][CH2:33]5)=[CH:23][CH:22]=4)[N:13]=[CH:14][C:9]=3[C:8]3[CH:16]=[CH:17][N:18]=[CH:19][C:7]2=3)[CH2:2][CH2:3][CH2:4][CH2:5]1 |f:3.4.5,6.7.8.9.10|. Reported procedure: In a 10 mL microwave reaction vessel were placed compound 4 (40 mg, 158 μmol), 1-(6-chloro-pyridin-3-ylmethyl)piperidin-4-ol (36 mg, 158 μmol), tris(dibenzylideneacetone)dipalladium (0) (7.2 mg, 7.9 μmol), 9,9-dimethyl-4,5-bis(diphenylphosphino)xanthene (11 mg, 20 μmol), and cesium carbonate (25 μl, 316 μmol) followed by 1,4-dioxane (3 mL). The vessel was purged with N2 for 5 min, then capped and subjected to microwave condition (1.5 h at 120° C.). After the volatiles were removed, the residue w... Starting materials: FC(C(=O)O)(F)F (Trifluoroacetic acid), C1OCC12CCN(CC2)C(=O)OC(C)(C)C (1,1-dimethylethyl 2-oxa-7-azaspiro[3.5]nonane-7-carboxylate), C(O)([O-])=O.[Na+] (sodium hydrogen carbonate). Solvent: ClCCl (dichloromethane), ClCCl (dichloromethane). Reaction conditions: time 3 hour. Product: C1OCC12CCNCC2 (2-Oxa-7-azaspiro[3.5]nonane). Isolated yield 10.1%. RXN SMILES: FC(F)(F)C(O)=O.[CH2:8]1[C:11]2([CH2:16][CH2:15][N:14](C(OC(C)(C)C)=O)[CH2:13][CH2:12]2)[CH2:10][O:9]1.C(=O)([O-])O.[Na+]>ClCCl>[CH2:8]1[C:11]2([CH2:16][CH2:15][NH:14][CH2:13][CH2:12]2)[CH2:10][O:9]1 |f:2.3|. Procedure details: Trifluoroacetic acid (5 mL) was added to a solution of 1,1-dimethylethyl 2-oxa-7-azaspiro[3.5]nonane-7-carboxylate (Description 69, 80 mg, 0.625 mmol) in dichloromethane (15 mL) and the mixture was stirred at room temperature for 3 hours. Saturated aqueous sodium hydrogen carbonate (3 mL) and dichloromethane (5 mL) were added and the layers were separated. The aqueous layer was extracted with dichloromethane (3×3 mL) and the combined organic fractions were poured onto an SCX cartridge (Varian Bo... Starting materials: C(C)OC(=O)C=1NC2=C(C=CC(=C2C1)C)C (4,7-dimethyl-1H-indole-2-carboxylic acid ethyl ester), C(C)(C)(C)OC(=O)N1S(O[C@H](C1)C)(=O)=O ((S)-5-methyl-2,2-dioxo-[1,2,3]oxathiazolidine-3-carboxylic acid tert-butyl ester). The product is C(C)OC(=O)C=1N(C2=C(C=CC(=C2C1)C)C)[C@@H](CNC(=O)OC(C)(C)C)C ((R)-1-(2-tert-Butoxycarbonylamino-1-methyl-ethyl)-4,7-dimethyl-1H-indole-2-carboxylic acid ethyl ester). As a reaction SMILES: [CH2:1]([O:3][C:4]([C:6]1[NH:7][C:8]2[C:13]([CH:14]=1)=[C:12]([CH3:15])[CH:11]=[CH:10][C:9]=2[CH3:16])=[O:5])[CH3:2].[C:17]([O:21][C:22]([N:24]1[CH2:28][C@H:27]([CH3:29])OS1(=O)=O)=[O:23])([CH3:20])([CH3:19])[CH3:18]>>[CH2:1]([O:3][C:4]([C:6]1[N:7]([C@H:27]([CH3:29])[CH2:28][NH:24][C:22]([O:21][C:17]([CH3:20])([CH3:19])[CH3:18])=[O:23])[C:8]2[C:13]([CH:14]=1)=[C:12]([CH3:15])[CH:11]=[CH:10][C:9]=2[CH3:16])=[O:5])[CH3:2]. Procedure: The title compound was prepared in accordance with the general method of example 12b) from 4,7-dimethyl-1H-indole-2-carboxylic acid ethyl ester and (S)-5-methyl-2,2-dioxo-[1,2,3]oxathiazolidine-3-carboxylic acid tert-butyl ester. Starting materials: ClCC(=O)NC1=CC2=C(OC3=C2CCCCC3)C=C1 (2-chloro-N-7,8,9,10-tetrahydro-6H-benzo[b]cyclohepta[d]furan-2-ylacetamide), N1CCOCC1 (morpholine), C([O-])([O-])=O.[Cs+].[Cs+] (cesium carbonate). The solvent is C(C)#N (acetonitrile). Run at time 8 hour. Product: N1(CCOCC1)CC(=O)NC1=CC2=C(OC3=C2CCCCC3)C=C1 (2-morpholin-4-yl-N-7,8,9,10-tetrahydro-6H-benzo[b]cyclohepta[d]furan-2-ylacetamide). The yield is 57.5%. Reaction SMILES: Cl[CH2:2][C:3]([NH:5][C:6]1[CH:19]=[CH:18][C:9]2[O:10][C:11]3[CH2:17][CH2:16][CH2:15][CH2:14][CH2:13][C:12]=3[C:8]=2[CH:7]=1)=[O:4].[NH:20]1[CH2:25][CH2:24][O:23][CH2:22][CH2:21]1.C(=O)([O-])[O-].[Cs+].[Cs+]>C(#N)C>[N:20]1([CH2:2][C:3]([NH:5][C:6]2[CH:19]=[CH:18][C:9]3[O:10][C:11]4[CH2:17][CH2:16][CH2:15][CH2:14][CH2:13][C:12]=4[C:8]=3[CH:7]=2)=[O:4])[CH2:25][CH2:24][O:23][CH2:22][CH2:21]1 |f:2.3.4|. Reported procedure: A mixture of 2-chloro-N-7,8,9,10-tetrahydro-6H-benzo[b]cyclohepta[d]furan-2-ylacetamide (0.13 g, 0.45 mmol), morpholine (0.049 mL, 0.56 mmol), and cesium carbonate (0.29 g, 0.90 mmol) in acetonitrile (5 mL) was stirred overnight at room temperature. The reaction mixture was concentrated and the crude material was purified using reverse-phase HPLC to provide 2-morpholin-4-yl-N-7,8,9,10-tetrahydro-6H-benzo[b]cyclohepta[d]furan-2-ylacetamide (0.085 g). MS (ESI) m/z 329 ([M+H]+). The reactants are [Pd].C(C1=CC=CC=C1)=CC(=O)C=CC1=CC=CC=C1.C(C1=CC=CC=C1)=CC(=O)C=CC1=CC=CC=C1 (Bis-(dibenzylidene acetone) palladium), C(C1=CC=CC=C1)=CC(=O)C=CC1=CC=CC=C1 (Dibenzylidene acetone). Solvent: C(Cl)Cl (methylene chloride). Conditions: time 24 hour. Yields the product [Pd].C(C1=CC=CC=C1)=CC(=O)C=CC1=CC=CC=C1.C(C1=CC=CC=C1)=CC(=O)C=CC1=CC=CC=C1.C(C1=CC=CC=C1)=CC(=O)C=CC1=CC=CC=C1 (tris-(dibenzylidene acetone) palladium). RXN SMILES: [Pd:1].[CH:2](=[CH:9][C:10]([CH:12]=[CH:13][C:14]1[CH:19]=[CH:18][CH:17]=[CH:16][CH:15]=1)=[O:11])[C:3]1[CH:8]=[CH:7][CH:6]=[CH:5][CH:4]=1.[CH:20](=[CH:27][C:28]([CH:30]=[CH:31][C:32]1[CH:37]=[CH:36][CH:35]=[CH:34][CH:33]=1)=[O:29])[C:21]1[CH:26]=[CH:25][CH:24]=[CH:23][CH:22]=1.[CH:38](=[CH:45][C:46]([CH:48]=[CH:49][C:50]1[CH:55]=[CH:54][CH:53]=[CH:52][CH:51]=1)=[O:47])[C:39]1[CH:44]=[CH:43][CH:42]=[CH:41][CH:40]=1>C(Cl)Cl>[Pd:1].[CH:2](=[CH:9][C:10]([CH:12]=[CH:13][C:14]1[CH:19]=[CH:18][CH:17]=[CH:16][CH:15]=1)=[O:11])[C:3]1[CH:8]=[CH:7][CH:6]=[CH:5][CH:4]=1.[CH:20](=[CH:27][C:28]([CH:30]=[CH:31][C:32]1[CH:37]=[CH:36][CH:35]=[CH:34][CH:33]=1)=[O:29])[C:21]1[CH:26]=[CH:25][CH:24]=[CH:23][CH:22]=1.[CH:38](=[CH:45][C:46]([CH:48]=[CH:49][C:50]1[CH:55]=[CH:54][CH:53]=[CH:52][CH:51]=1)=[O:47])[C:39]1[CH:44]=[CH:43][CH:42]=[CH:41][CH:40]=1 |f:0.1.2,5.6.7.8|. Reported procedure: Bis-(dibenzylidene acetone) palladium (0.10 g; 0.17 mmole) was dissolved in methylene chloride (100 ml), and the solution filtered on a millepore filter to remove elemental palladium. Dibenzylidene acetone (0.51 mmole) was added to the solution, and the solution was stirred for 24 hours at ambient temperature. The solution was then evaporated to yield purple crystals of the tris-(dibenzylidene acetone) palladium product. The reactants are CCCCN1C(=O)C(Cl)=C(c2ccccc2)S1(=O)=O, Nc1ccc(OC(F)(F)F)cc1, CN(C)C=O. Yields the product CCCCN1C(=O)C(Nc2ccc(OC(F)(F)F)cc2)=C(c2ccccc2)S1(=O)=O. Reaction SMILES: [CH2:1]([CH2:2][CH2:3][CH3:4])[N:5]1[S:6](=[O:18])(=[O:19])[C:7]([c:12]2[cH:13][cH:14][cH:15][cH:16][cH:17]2)=[C:8]([Cl:11])[C:9]1=[O:10].[F:20][C:21]([O:22][c:23]1[cH:24][cH:25][c:26]([NH2:29])[cH:27][cH:28]1)([F:30])[F:31].[O:32]=[CH:33][N:34]([CH3:35])[CH3:36]>>[CH2:1]([CH2:2][CH2:3][CH3:4])[N:5]1[S:6](=[O:18])(=[O:19])[C:7]([c:12]2[cH:13][cH:14][cH:15][cH:16][cH:17]2)=[C:8]([NH:29][c:26]2[cH:25][cH:24][c:23]([O:22][C:21]([F:20])([F:30])[F:31])[cH:28][cH:27]2)[C:9]1=[O:10]. Starting materials: FC(CCC1=C(C=CC=C1)S(=O)(=O)N=C=O)(F)F (2-(3,3,3-trifluoropropyl)-phenylsulfonylisocyanate), NC1=NC(=NC(=N1)OC)OC (2-amino-4,6-dimethoxy-1,3,5-triazine), C (charcoal). Solvent: O1CCOCC1 (dioxane). The product is FC(CCC1=C(C=CC=C1)S(=O)(=O)NC(=O)NC1=NC(=NC(=N1)OC)OC)(F)F (N-[2-(3,3,3-Trifluoropropyl)-phenylsulfonyl]-N'-(4,6-dimethoxy-1,3,5-triazin-2-yl)-urea). RXN SMILES: [F:1][C:2]([F:18])([F:17])[CH2:3][CH2:4][C:5]1[CH:10]=[CH:9][CH:8]=[CH:7][C:6]=1[S:11]([N:14]=[C:15]=[O:16])(=[O:13])=[O:12].[NH2:19][C:20]1[N:25]=[C:24]([O:26][CH3:27])[N:23]=[C:22]([O:28][CH3:29])[N:21]=1.C>O1CCOCC1>[F:18][C:2]([F:1])([F:17])[CH2:3][CH2:4][C:5]1[CH:10]=[CH:9][CH:8]=[CH:7][C:6]=1[S:11]([NH:14][C:15]([NH:19][C:20]1[N:25]=[C:24]([O:26][CH3:27])[N:23]=[C:22]([O:28][CH3:29])[N:21]=1)=[O:16])(=[O:13])=[O:12]. Procedure: 5.6 g of 2-(3,3,3-trifluoropropyl)-phenylsulfonylisocyanate and 3.12 g of 2-amino-4,6-dimethoxy-1,3,5-triazine are stirred up in 60 ml of absolute dioxane at 70°-80° C. for 2 hours. The mixture is subsequently treated with active charcoal, filtered, and concentrated by evaporation to about 1/5 of the volume. There crystallise from the residue, after the addition of ether, 6.8 g of N-[2-(3,3,3-trifluoropropyl)-phenylsulfonyl]-N'-(4,6-dimethoxy-1,3,5-triazin-2-yl)-urea, m.p. 177°-178° C. Reactants: CN1OC2CCCC(=O)C2C1Cc1ccccc1, CC(=O)Cl, CO. Product: CN1OC2CCCC(=O)C2C1Cc1ccccc1, Cl. Reaction SMILES: [CH2:1]([c:2]1[cH:3][cH:4][cH:5][cH:6][cH:7]1)[CH:8]1[N:9]([CH3:18])[O:10][CH:11]2[CH:12]1[C:13](=[O:17])[CH2:14][CH2:15][CH2:16]2.[CH3:19][C:20]([Cl:21])=[O:22].[CH3:23][OH:24]>>[CH2:1]([c:2]1[cH:3][cH:4][cH:5][cH:6][cH:7]1)[CH:8]1[N:9]([CH3:18])[O:10][CH:11]2[CH:12]1[C:13](=[O:17])[CH2:14][CH2:15][CH2:16]2.[ClH:21].